Dataset: the Open Reaction Database (ORD), a public repository of structured organic reaction records. Task: describe an organic reaction: reactants, conditions, products, and yield Starting materials: COc1cc2c(Nc3ccc(Cl)cc3F)ncnc2cc1OCCCC(=O)O, CCN=C=NCCCN(C)C, CN1CCNCC1, CN(C)c1ccncc1, Cl, CN(C)C=O. The product is COc1cc2c(Nc3ccc(Cl)cc3F)ncnc2cc1OCCCC(=O)N1CCN(C)CC1. RXN SMILES: [C:13](=[O:14])([OH:15])[CH2:16][CH2:17][CH2:18][O:19][c:20]1[c:21]([O:39][CH3:40])[cH:22][c:23]2[c:24]([NH:30][c:31]3[c:32]([F:38])[cH:33][c:34]([Cl:37])[cH:35][cH:36]3)[n:25][cH:26][n:27][c:28]2[cH:29]1.[CH3:2][N:3]([CH3:4])[CH2:5][CH2:6][CH2:7][N:8]=[C:9]=[N:10][CH2:11][CH3:12].[CH3:41][N:42]1[CH2:43][CH2:44][NH:45][CH2:46][CH2:47]1.[CH3:48][N:49]([CH3:50])[c:51]1[cH:52][cH:53][n:54][cH:55][cH:56]1.[ClH:1].[O:57]=[CH:58][N:59]([CH3:60])[CH3:61]>>[C:13](=[O:15])([CH2:16][CH2:17][CH2:18][O:19][c:20]1[c:21]([O:39][CH3:40])[cH:22][c:23]2[c:24]([NH:30][c:31]3[c:32]([F:38])[cH:33][c:34]([Cl:37])[cH:35][cH:36]3)[n:25][cH:26][n:27][c:28]2[cH:29]1)[N:45]1[CH2:44][CH2:43][N:42]([CH3:41])[CH2:47][CH2:46]1. Starting materials: CC(C)(C)OC(=O)NC(C(=O)O)c1ccc(O)cc1, CC1(C)OCC(COS(=O)(=O)c2cc(Cl)ccc2Cl)O1, CN(C)C=O, CCOC(C)=O, Cl, [H-], [Na+], O. Product: CC(C)(C)OC(=O)NC(C(=O)O)c1ccc(OCC2COC(C)(C)O2)cc1. As a reaction SMILES: [C:1]([CH3:2])([CH3:3])([CH3:4])[O:5][C:6](=[O:7])[NH:8][CH:9]([C:10](=[O:11])[OH:12])[c:13]1[cH:14][cH:15][c:16]([OH:19])[cH:17][cH:18]1.[CH3:22][C:23]1([CH3:41])[O:24][CH2:25][CH:26]([CH2:28][O:29][S:30]([c:31]2[cH:32][c:33]([Cl:34])[cH:35][cH:36][c:37]2[Cl:38])(=[O:39])=[O:40])[O:27]1.[CH3:43][N:44]([CH3:45])[CH:46]=[O:47].[CH3:48][CH2:49][O:50][C:51](=[O:52])[CH3:53].[ClH:42].[H-:20].[Na+:21].[OH2:54]>>[C:1]([CH3:2])([CH3:3])([CH3:4])[O:5][C:6](=[O:7])[NH:8][CH:9]([C:10](=[O:11])[OH:12])[c:13]1[cH:14][cH:15][c:16]([O:19][CH2:28][CH:26]2[CH2:25][O:24][C:23]([CH3:22])([CH3:41])[O:27]2)[cH:17][cH:18]1. Starting materials: C1(CC1)COC=1C=C(C(=O)Cl)C=CC1OC(F)F (3-cyclopropylmethoxy-4-difluoromethoxy -benzoyl chloride), ClC=1C=NC=C(C1CC(=O)C1=CC(=C(C=C1)OC)OC)Cl (2-(3,5-dichloro-pyridin-4-yl)-1-(3,4-dimethoxy -phenyl)-ethanone). The product is ClC=1C=NC=C(C1\C=C(\C1=CC(=C(C=C1)OC)OC)/OC(C1=CC(=C(C=C1)OC(F)F)OCC1CC1)=O)Cl (3-cyclopropylmethoxy-4-difluoromethoxy-benzoic acid (Z)-2-(3,5-dichloro-pyridin-4-yl)-1-(3,4-dimethoxy-phenyl)vinyl ester). As a reaction SMILES: [CH:1]1([CH2:4][O:5][C:6]2[CH:7]=[C:8]([CH:12]=[CH:13][C:14]=2[O:15][CH:16]([F:18])[F:17])[C:9](Cl)=[O:10])[CH2:3][CH2:2]1.[Cl:19][C:20]1[CH:21]=[N:22][CH:23]=[C:24]([Cl:39])[C:25]=1[CH2:26][C:27]([C:29]1[CH:34]=[CH:33][C:32]([O:35][CH3:36])=[C:31]([O:37][CH3:38])[CH:30]=1)=[O:28]>>[Cl:39][C:24]1[CH:23]=[N:22][CH:21]=[C:20]([Cl:19])[C:25]=1/[CH:26]=[C:27](\[O:28][C:9](=[O:10])[C:8]1[CH:12]=[CH:13][C:14]([O:15][CH:16]([F:18])[F:17])=[C:6]([O:5][CH2:4][CH:1]2[CH2:2][CH2:3]2)[CH:7]=1)/[C:29]1[CH:34]=[CH:33][C:32]([O:35][CH3:36])=[C:31]([O:37][CH3:38])[CH:30]=1. Reported procedure: The compound was obtained starting from 3-cyclopropylmethoxy-4-difluoromethoxy -benzoyl chloride and 2-(3,5-dichloro-pyridin-4-yl)-1-(3,4-dimethoxy -phenyl)-ethanone, following the procedure of Example 7. Starting materials: N[C@@H]1[C@@H](CCCC1)NC1=NC=C(C(=N1)NC1=CC=C(C=C1)C1=CC=NO1)C(=O)N (2-((1R,2S)-2-aminocyclohexylamino)-4-(4-(isoxazol-5-yl)phenylamino)pyrimidine-5-carboxamide), CN1N=NN=C1C=1C=C(N)C=CC1 (3-(1-methyl-1H-tetrazol-5-yl)aniline). Product: N[C@@H]1[C@@H](CCCC1)NC1=NC=C(C(=N1)NC1=CC(=CC=C1)C1=NN=NN1C)C(=O)N (2-((1R,2S)-2-aminocyclohexylamino)-4-(3-(1-methyl-1H-tetrazol-5-yl)phenylamino) pyrimidine-5-carboxamide). Reaction SMILES: [NH2:1][C@H:2]1[CH2:7][CH2:6][CH2:5][CH2:4][C@H:3]1[NH:8][C:9]1[N:14]=[C:13]([NH:15]C2C=CC(C3ON=CC=3)=CC=2)[C:12]([C:27]([NH2:29])=[O:28])=[CH:11][N:10]=1.[CH3:30][N:31]1[C:35]([C:36]2[CH:37]=[C:38]([CH:40]=[CH:41][CH:42]=2)N)=[N:34][N:33]=[N:32]1>>[NH2:1][C@H:2]1[CH2:7][CH2:6][CH2:5][CH2:4][C@H:3]1[NH:8][C:9]1[N:14]=[C:13]([NH:15][C:38]2[CH:40]=[CH:41][CH:42]=[C:36]([C:35]3[N:31]([CH3:30])[N:32]=[N:33][N:34]=3)[CH:37]=2)[C:12]([C:27]([NH2:29])=[O:28])=[CH:11][N:10]=1. Reported procedure: This compound was synthesised using the synthetic scheme described for the synthesis of compound 122, and using 3-(1-methyl-1H-tetrazol-5-yl)aniline in step 1. MS: 409.5 (M+H).